The task is: describe an organic reaction: reactants, conditions, products, and yield. This data is from the Open Reaction Database (ORD), a public repository of structured organic reaction records. Reactants: C#C[Mg+], C1CCOC1, Cn1cccc1C=O, [Cl-]. The product is C#CC(O)c1cccn1C. RXN SMILES: [C:10](#[CH:11])[Mg+:12].[CH2:13]1[O:14][CH2:15][CH2:16][CH2:17]1.[CH3:1][n:2]1[c:3]([CH:7]=[O:8])[cH:4][cH:5][cH:6]1.[Cl-:9]>>[CH3:1][n:2]1[c:3]([CH:7]([OH:8])[C:10]#[CH:11])[cH:4][cH:5][cH:6]1. The reactants are C(C1=CC=CC=C1)[C@H](C(=O)O)CC[C@@H](C(=O)N[C@@H]1C(N(CCCC1)C1=C(C=CC=C1)OC)=O)CC1=CC=CC=C1 ((2R,5R)-2,5-Dibenzyl-6-((S)-1-(2-methoxyphenyl)-2-oxoazepan-3-ylamino)-6-oxohexanoic acid), N[C@@H]1C(N2[C@@H](SCC1)CCC[C@H]2C#N)=O ((4S,7S,10aS)-4-Amino-5-oxooctahydro-2H-pyrido[2,1-b][1,3]thiazepine-7-carbonitrile). Product: C(C1=CC=CC=C1)[C@H](C(=O)N[C@@H]1C(N2[C@@H](SCC1)CCC[C@H]2C#N)=O)CC[C@@H](C(=O)N[C@@H]2C(N(CCCC2)C2=C(C=CC=C2)OC)=O)CC2=CC=CC=C2 ((2R,5R)-2,5-Dibenzyl-N1-((4S,7S,10aS)-7-cyano-5-oxooctahydro-2H-pyrido[2,1-b][1,3]thiazepin-4-yl)-N6-((S)-1-(2-methoxyphenyl)-2-oxoazepan-3-yl)hexanediamide), solid. Yield: 31.0%. Reaction SMILES: [CH2:1]([C@@H:8]([CH2:12][CH2:13][C@H:14]([CH2:34][C:35]1[CH:40]=[CH:39][CH:38]=[CH:37][CH:36]=1)[C:15]([NH:17][C@H:18]1[CH2:24][CH2:23][CH2:22][CH2:21][N:20]([C:25]2[CH:30]=[CH:29][CH:28]=[CH:27][C:26]=2[O:31][CH3:32])[C:19]1=[O:33])=[O:16])[C:9](O)=[O:10])[C:2]1[CH:7]=[CH:6][CH:5]=[CH:4][CH:3]=1.[NH2:41][C@H:42]1[CH2:48][CH2:47][S:46][C@H:45]2[CH2:49][CH2:50][CH2:51][C@@H:52]([C:53]#[N:54])[N:44]2[C:43]1=[O:55]>>[CH2:1]([C@@H:8]([CH2:12][CH2:13][C@H:14]([CH2:34][C:35]1[CH:36]=[CH:37][CH:38]=[CH:39][CH:40]=1)[C:15]([NH:17][C@H:18]1[CH2:24][CH2:23][CH2:22][CH2:21][N:20]([C:25]2[CH:30]=[CH:29][CH:28]=[CH:27][C:26]=2[O:31][CH3:32])[C:19]1=[O:33])=[O:16])[C:9]([NH:41][C@H:42]1[CH2:48][CH2:47][S:46][C@H:45]2[CH2:49][CH2:50][CH2:51][C@@H:52]([C:53]#[N:54])[N:44]2[C:43]1=[O:55])=[O:10])[C:2]1[CH:7]=[CH:6][CH:5]=[CH:4][CH:3]=1. Procedure details: (2R,5R)-2,5-Dibenzyl-N1-((4S,7S,10aS)-7-cyano-5-oxooctahydro-2H-pyrido[2,1-b][1,3]thiazepin-4-yl)-N6-((S)-1-(2-methoxyphenyl)-2-oxoazepan-3-yl)hexanediamide was synthesized as described in General Procedure H using Intermediate 70 (11 mg, 0.020 mmol) and Intermediate 36 (5.3 mg, 0.020 mmol) to give a white solid (4.7 mg, 31% yield). Anal. Calcd. for C43H51N5O5S m/z 749.7. found: 750.3 (M+H)+; 1H NMR (400 MHz, CDCl3) δ ppm 7.36-7.22 (6H, m), 7.22-7.11 (6H, m), 7.08 (2H, d, J=6.0 Hz), 6.96 (2H, d)... Reactants: ClC1=CC(=NC(=C1)C1=CC=C(C=C1)OC(C)C)C1=NC=CC=N1 (2-(4-chloro-6-(4-isopropoxyphenyl)pyridin-2-yl)pyrimidine), ClC1=CC(=NC(=C1)C1=CC=C(C=C1)OC(C)C)C1=NC=CC=N1 (2-(4-chloro-6-(4-isopropoxyphenyl)pyridin-2-yl)pyrimidine), [F-].[Cs+] (CsF), CS(=O)C (DMSO). Run in CCOC(=O)C (EtOAc). Run at time 18 hour. The product is FC1=CC(=NC(=C1)C1=CC=C(C=C1)OC(C)C)C1=NC=CC=N1 (2-(4-fluoro-6-(4-isopropoxyphenyl)pyridin-2-yl)pyrimidine). RXN SMILES: Cl[C:2]1[CH:7]=[C:6]([C:8]2[CH:13]=[CH:12][C:11]([O:14][CH:15]([CH3:17])[CH3:16])=[CH:10][CH:9]=2)[N:5]=[C:4]([C:18]2[N:23]=[CH:22][CH:21]=[CH:20][N:19]=2)[CH:3]=1.[F-:24].[Cs+].CS(C)=O>CCOC(C)=O>[F:24][C:2]1[CH:7]=[C:6]([C:8]2[CH:13]=[CH:12][C:11]([O:14][CH:15]([CH3:17])[CH3:16])=[CH:10][CH:9]=2)[N:5]=[C:4]([C:18]2[N:23]=[CH:22][CH:21]=[CH:20][N:19]=2)[CH:3]=1 |f:1.2|. Procedure details: To a 2 dram vial equipped with a stir bar and charged with 2-(4-chloro-6-(4-isopropoxyphenyl)pyridin-2-yl)pyrimidine (all material from step 1) was added CsF (200 mg, 1.32 mmol) and DMSO (0.7 mL). The vial was sealed with a septum cap and then placed in a 140° C. heating block with stirring for 18 hours. The reaction mixture was allowed to cool to room temperature and then was transfered to a 125 mL separatory funnel. The mixture was diluted with EtOAc (50 mL) and twice washed with water:brine (... Reactants: CC1=C(COC=2C=C(C=CC2)CC(C(=O)O)C)C(=CC=C1)C (3-(3-(2,6-Dimethylbenzyloxy)phenyl)-2-methylpropanoic Acid), [Li+].C[Si](C)(C)[N-][Si](C)(C)C (LiHMDS), C1CCOC1 (THF), CI (CH3I), solution, C1CCOC1 (THF). Reaction conditions: time 15 hour. Yields the product CC1=C(COC=2C=C(C=CC2)CC(C(=O)OCC)C)C(=CC=C1)C (Ethyl 3-(3-(2,6-dimethylbenzyloxy)phenyl)-2-methylpropanoate). Reaction SMILES: [CH3:1][C:2]1[CH:21]=[CH:20][CH:19]=[C:18]([CH3:22])[C:3]=1[CH2:4][O:5][C:6]1[CH:7]=[C:8]([CH2:12][CH:13]([CH3:17])[C:14]([OH:16])=[O:15])[CH:9]=[CH:10][CH:11]=1.[Li+].C[Si]([N-][Si](C)(C)C)(C)C.CI.[CH2:35]1COC[CH2:36]1>>[CH3:1][C:2]1[CH:21]=[CH:20][CH:19]=[C:18]([CH3:22])[C:3]=1[CH2:4][O:5][C:6]1[CH:7]=[C:8]([CH2:12][CH:13]([CH3:17])[C:14]([O:16][CH2:35][CH3:36])=[O:15])[CH:9]=[CH:10][CH:11]=1 |f:1.2|. Reported procedure: To a stirred solution of Ethyl 3-(2,6-dimethylbenzyloxy)phenylacetate (Step B, 4.53 g, 14.5 mmol) in dry THF (30 ml) at −68° C. under a dry argon atmosphere was added LiHMDS drop wise (1 M solution in THF, 21.77 ml, 21.77 mmol), and the resulting orange solution was stirred at low temperature for 30 minutes before CH3I (20.60 g, 145.2 mmol) was added. The reaction mixture was slowly warmed to room temperature and stirred for 15 hours. The reaction was quenched with ice, and the product was extra... Starting materials: CC1(C(=NC2=CC=C(C=C2C1)C(=O)OC)C1=CC=C(C=C1)S(NC)(=O)=O)C (methyl 3,3-dimethyl-2-(4-(N-methylsulfamoyl)phenyl)-3,4-dihydroquinoline-6-carboxylate), resultant mixture. The reagents and catalysts are [Pd] (Pd/C). Solvent: O1CCCC1 (tetrahydrofuran), CO (methanol). Conditions: time 10 hour. Yields the product CC1(C(NC2=CC=C(C=C2C1)C(=O)OC)C1=CC=C(C=C1)S(NC)(=O)=O)C (methyl 3,3-dimethyl-2-(4-(N-methylsulfamoyl)phenyl)-1,2,3,4-tetrahydroquinoline-6-carboxylate). Yield: 60.4%. As a reaction SMILES: [CH3:1][C:2]1([CH3:27])[CH2:11][C:10]2[C:5](=[CH:6][CH:7]=[C:8]([C:12]([O:14][CH3:15])=[O:13])[CH:9]=2)[N:4]=[C:3]1[C:16]1[CH:21]=[CH:20][C:19]([S:22](=[O:26])(=[O:25])[NH:23][CH3:24])=[CH:18][CH:17]=1>O1CCCC1.CO.[Pd]>[CH3:1][C:2]1([CH3:27])[CH2:11][C:10]2[C:5](=[CH:6][CH:7]=[C:8]([C:12]([O:14][CH3:15])=[O:13])[CH:9]=2)[NH:4][CH:3]1[C:16]1[CH:17]=[CH:18][C:19]([S:22](=[O:26])(=[O:25])[NH:23][CH3:24])=[CH:20][CH:21]=1. Reported procedure: To a round bottom flask, Pd/C (100 mg, 40%) was added to a solution of methyl 3,3-dimethyl-2-(4-(N-methylsulfamoyl)phenyl)-3,4-dihydroquinoline-6-carboxylate (230 mg, 0.81 mmol) in tetrahydrofuran (10 mL) and methanol (10 mL). The resultant mixture was allowed to stir at room temperature for 10 hours under H2 pressure. Filtered and concentrated to provide methyl 3,3-dimethyl-2-(4-(N-methylsulfamoyl)phenyl)-1,2,3,4-tetrahydroquinoline-6-carboxylate as a white solid (190 mg). MS (ES+APCI) M+1=389.... The reactants are NC1=CC(=C(C(=O)NCC2CCN(CC2)CCCCCCN)C=C1Cl)OC (4-Amino-5-chloro-2-methoxy-N-((1-(6-aminohexyl)piperidin-4-yl)-methyl)benzamide), S1C(=CC=C1)C=O (2-thiophenecarboxaldehyde), [BH4-].[Na+] (sodium borohydride). Solvent: C(C)O (ethanol). Yields the product NC1=CC(=C(C(=O)NCC2CCN(CC2)CCCCCCNCC=2SC=CC2)C=C1Cl)OC (4-amino-5-chloro-2-methoxy-N-((1-(6-(2-thienylmethylamino)hexyl)piperidin-4-yl)-methyl)benzamide). Yield: 40.3%. Reaction SMILES: [NH2:1][C:2]1[C:24]([Cl:25])=[CH:23][C:5]([C:6]([NH:8][CH2:9][CH:10]2[CH2:15][CH2:14][N:13]([CH2:16][CH2:17][CH2:18][CH2:19][CH2:20][CH2:21][NH2:22])[CH2:12][CH2:11]2)=[O:7])=[C:4]([O:26][CH3:27])[CH:3]=1.[S:28]1[CH:32]=[CH:31][CH:30]=[C:29]1[CH:33]=O.[BH4-].[Na+]>C(O)C>[NH2:1][C:2]1[C:24]([Cl:25])=[CH:23][C:5]([C:6]([NH:8][CH2:9][CH:10]2[CH2:11][CH2:12][N:13]([CH2:16][CH2:17][CH2:18][CH2:19][CH2:20][CH2:21][NH:22][CH2:33][C:29]3[S:28][CH:32]=[CH:31][CH:30]=3)[CH2:14][CH2:15]2)=[O:7])=[C:4]([O:26][CH3:27])[CH:3]=1 |f:2.3|. Procedure: 4-Amino-5-chloro-2-methoxy-N-((1-(6-aminohexyl)piperidin-4-yl)-methyl)benzamide (2.0 g), 2-thiophenecarboxaldehyde (0.62 g), sodium borohydride (0.42 g) and ethanol (40 ml) were reacted and treated in the same manner as in Example 121 to give 1.0 g of 4-amino-5-chloro-2-methoxy-N-((1-(6-(2-thienylmethylamino)hexyl)piperidin-4-yl)-methyl)benzamide. The reactants are C1=CC=CC=C1 (benzene), dimethyl acetal, CC1=C(NCC=O)C=C(C=C1)COC (2-(2-methyl-5-methoxymethylanilino)acetaldehyde), C([O-])([O-])=O.[Na+].[Na+] (sodium carbonate), ClCC(=O)Cl (α-chloroacetyl chloride). The solvent is O (water). The product is dimethyl acetal, ClCC(=O)N(C1=C(C=CC(=C1)COC)C)CC=O (2-(N-α-chloroacetyl-2-methyl-5-methoxymethylanilino)-acetaldehyde). RXN SMILES: [CH3:1][C:2]1[CH:11]=[CH:10][C:9]([CH2:12][O:13][CH3:14])=[CH:8][C:3]=1[NH:4][CH2:5][CH:6]=[O:7].C(=O)([O-])[O-].[Na+].[Na+].C1C=CC=CC=1.[Cl:27][CH2:28][C:29](Cl)=[O:30]>O>[Cl:27][CH2:28][C:29]([N:4]([CH2:5][CH:6]=[O:7])[C:3]1[CH:8]=[C:9]([CH2:12][O:13][CH3:14])[CH:10]=[CH:11][C:2]=1[CH3:1])=[O:30] |f:1.2.3|. Procedure details: The dimethyl acetal of 2-(2-methyl-5-methoxymethylanilino)acetaldehyde (0.1 mole), sodium carbonate (0.06 mole) dissolved in water (50 ml) and benzene (50 ml) are charged into a glass reaction vessel equipped with a mechanical stirrer, thermometer and cooling means. The mixture is cooled to a temperature of about 0°C and α-chloroacetyl chloride (0.11 mole) is incrementally added with stirring. After the addition is completed stirring is continued and the reaction mixture is permitted to warm to ...